Dataset: the Open Reaction Database (ORD), a public repository of structured organic reaction records. Task: describe an organic reaction: reactants, conditions, products, and yield Procedure: A solution of 7.4 g (0.0256 mol) of 1-(2-chloro-4-pyrimidinyl)-4-(phenylmethyl)piperazine in 100 ml of ethanol was hydrogenated in the presence of 2 g of 10% palladium/charcoal for 4 hours at 40° C. under 5 bar of hydrogen pressure. The crude product obtained after conventional working up was purified by column chromatography over silica gel (30-60 μm) using FM1/cyclohexane 9/1 (v/v) as eluant. Colourless crystals, Rf=0.3 (FM1/cyclohexane 9/1 (v/v)); Macherey-Nagel POLYGRAM® SIL G/UV254, ready-m... The product is N1=CN=C(C=C1)N1CCNCC1 (1-(4-pyrimidinyl)piperazine). Reaction SMILES: Cl[C:2]1[N:7]=[C:6]([N:8]2[CH2:13][CH2:12][N:11](CC3C=CC=CC=3)[CH2:10][CH2:9]2)[CH:5]=[CH:4][N:3]=1.[H][H]>C(O)C.[Pd]>[N:3]1[CH:4]=[CH:5][C:6]([N:8]2[CH2:13][CH2:12][NH:11][CH2:10][CH2:9]2)=[N:7][CH:2]=1. Starting materials: ClC1=NC=CC(=N1)N1CCN(CC1)CC1=CC=CC=C1 (1-(2-chloro-4-pyrimidinyl)-4-(phenylmethyl)piperazine), [H][H] (hydrogen). Run in C(C)O (ethanol). The reagents and catalysts are [Pd] (palladium/charcoal). The reactants are Cc1ccc(-n2nc(C(C)(C)C)cc2N)cc1, O=C([O-])O, O=C(Cl)CCl, ClCCl, [Na+], c1ccncc1. Product: Cc1ccc(-n2nc(C(C)(C)C)cc2NC(=O)CCl)cc1. Reaction SMILES: [C:1]([CH3:2])([CH3:3])([CH3:4])[c:5]1[cH:6][c:7]([NH2:17])[n:8](-[c:10]2[cH:11][cH:12][c:13]([CH3:16])[cH:14][cH:15]2)[n:9]1.[C:32](=[O:33])([OH:34])[O-:35].[Cl:24][CH2:25][C:26](=[O:27])[Cl:28].[Cl:29][CH2:30][Cl:31].[Na+:36].[cH:18]1[cH:19][cH:20][n:21][cH:22][cH:23]1>>[C:1]([CH3:2])([CH3:3])([CH3:4])[c:5]1[cH:6][c:7]([NH:17][C:26]([CH2:25][Cl:24])=[O:27])[n:8](-[c:10]2[cH:11][cH:12][c:13]([CH3:16])[cH:14][cH:15]2)[n:9]1. Starting materials: COc1cc2c(Oc3ccc4[nH]c(C)cc4c3)ncnc2cc1OCC1CCNCC1, CO, ClCCN1CCCC1, [I-], [K+], [Na+], [Na+], O=C([O-])[O-]. Yields the product COc1cc2c(Oc3ccc4[nH]c(C)cc4c3)ncnc2cc1OCC1CCN(CCN2CCCC2)CC1. RXN SMILES: [CH3:1][O:2][c:3]1[cH:4][c:5]2[c:6]([O:21][c:22]3[cH:23][c:24]4[cH:25][c:26]([CH3:31])[nH:27][c:28]4[cH:29][cH:30]3)[n:7][cH:8][n:9][c:10]2[cH:11][c:12]1[O:13][CH2:14][CH:15]1[CH2:16][CH2:17][NH:18][CH2:19][CH2:20]1.[CH3:48][OH:49].[Cl:32][CH2:33][CH2:34][N:35]1[CH2:36][CH2:37][CH2:38][CH2:39]1.[I-:47].[K+:46].[Na+:40].[Na+:41].[O-:42][C:43](=[O:44])[O-:45]>>[CH3:1][O:2][c:3]1[cH:4][c:5]2[c:6]([O:21][c:22]3[cH:23][c:24]4[cH:25][c:26]([CH3:31])[nH:27][c:28]4[cH:29][cH:30]3)[n:7][cH:8][n:9][c:10]2[cH:11][c:12]1[O:13][CH2:14][CH:15]1[CH2:16][CH2:17][N:18]([CH2:33][CH2:34][N:35]2[CH2:36][CH2:37][CH2:38][CH2:39]2)[CH2:19][CH2:20]1. As a reaction SMILES: [CH3:1][CH:2]([OH:9])[CH2:3][CH2:4][CH2:5][CH2:6][CH2:7][CH3:8]>[Cr]([O-])([O-])=O.[Cu+2]>[CH3:1][C:2](=[O:9])[CH2:3][CH2:4][CH2:5][CH2:6][CH2:7][CH3:8] |f:1.2|. Product: CC(CCCCCC)=O (2-octanone). Reagents/catalysts: [Cr](=O)([O-])[O-].[Cu+2] (copper chromite). Procedure: The preparation of ketones by the dehydrogenation of secondary alcohols in the liquid phase using a copper chromite catalyst is described by D. D. Nanvati, J. Ind. Chem. Soc 51 (5), 551-2 (1974). The products are recovered by filtration and subsequent purification by distillation. An almost quantitative yield of 2-octanone was obtained from 2-octanol. Reactants: CC(CCCCCC)O (2-octanol), ketones, secondary alcohols, ( 5 ). The reactants are CC(=O)C.OS(=O)(=O)O.O=[Cr](=O)=O (Jones' reagent), C(CCCCCC)C1N(CCCC1O)CCCCCCCC (2-n-heptyl-3-hydroxy-1-n-octyl-piperidine). Run in CC(=O)C (acetone). Run at time 6 hour. The product is C(CCCCCC)C1N(CCCC1=O)CCCCCCCC (2-n-heptyl-1-n-octyl-piperidin-3-one). Isolated yield 34.6%. RXN SMILES: CC(C)=O.OS(O)(=O)=O.O=[Cr](=O)=O.[CH2:14]([CH:21]1[CH:26]([OH:27])[CH2:25][CH2:24][CH2:23][N:22]1[CH2:28][CH2:29][CH2:30][CH2:31][CH2:32][CH2:33][CH2:34][CH3:35])[CH2:15][CH2:16][CH2:17][CH2:18][CH2:19][CH3:20]>CC(C)=O>[CH2:14]([CH:21]1[C:26](=[O:27])[CH2:25][CH2:24][CH2:23][N:22]1[CH2:28][CH2:29][CH2:30][CH2:31][CH2:32][CH2:33][CH2:34][CH3:35])[CH2:15][CH2:16][CH2:17][CH2:18][CH2:19][CH3:20] |f:0.1.2|. Reported procedure: Jones' reagent (116.1 ml) was added dropwise to a stirred solution of 2-n-heptyl-3-hydroxy-1-n-octyl-piperidine (16.6 g) in acetone (160 ml) at room temperature. The reaction mixture was stirred for 6 hours and filtered through kieselguhr. The residue was washed several times with ether and the combined organic solutions were extracted with 5% sodium hydroxide solution. The aqueous phase was washed with ether and the combined organic phases were washed with water, dried over magnesium sulphate a... The reactants are BrC1=CN(C(C2=C1N=CN=C2)=O)C (8-bromo-6-methylpyrido[4,3-d]pyrimidin-5-one), C1(CC1)COC1=C(C=C(C=C1)S(=O)(=O)C)B1OC(C(O1)(C)C)(C)C (2-[2-(cyclopropylmethoxy)-5-methylsulfonylphenyl]-4,4,5,5-tetramethyl-1,3,2-dioxaborolane), [O-]P(=O)([O-])[O-].[K+].[K+].[K+] (K3PO4), N#N (N2). Reagents/catalysts: C1=CC=C(C=C1)P([C-]2C=CC=C2)C3=CC=CC=C3.C1=CC=C(C=C1)P([C-]2C=CC=C2)C3=CC=CC=C3.Cl[Pd]Cl.[Fe+2] (Pd(dppf)Cl2). Run in O1CCOCC1 (dioxane), O (H2O), CC(OCC)=O (EA), C(Cl)Cl (CH2Cl2). Reaction conditions: temperature 100 celsius. Yields the product C1(CC1)COC1=C(C=C(C=C1)S(=O)(=O)C)C1=CN(C(C2=C1N=CN=C2)=O)C (8-[2-(cyclopropylmethoxy)-5-methylsulfonylphenyl]-6-methylpyrido[4,3-d]pyrimidin-5-one). Yield: 33.7%. Reaction SMILES: Br[C:2]1[C:7]2[N:8]=[CH:9][N:10]=[CH:11][C:6]=2[C:5](=[O:12])[N:4]([CH3:13])[CH:3]=1.[CH:14]1([CH2:17][O:18][C:19]2[CH:24]=[CH:23][C:22]([S:25]([CH3:28])(=[O:27])=[O:26])=[CH:21][C:20]=2B2OC(C)(C)C(C)(C)O2)[CH2:16][CH2:15]1.[O-]P([O-])([O-])=O.[K+].[K+].[K+].N#N>O1CCOCC1.O.C1C=CC(P(C2C=CC=CC=2)[C-]2C=CC=C2)=CC=1.C1C=CC(P(C2C=CC=CC=2)[C-]2C=CC=C2)=CC=1.Cl[Pd]Cl.[Fe+2].CC(=O)OCC.C(Cl)Cl>[CH:14]1([CH2:17][O:18][C:19]2[CH:24]=[CH:23][C:22]([S:25]([CH3:28])(=[O:27])=[O:26])=[CH:21][C:20]=2[C:2]2[C:7]3[N:8]=[CH:9][N:10]=[CH:11][C:6]=3[C:5](=[O:12])[N:4]([CH3:13])[CH:3]=2)[CH2:15][CH2:16]1 |f:2.3.4.5,9.10.11.12|. Procedure: The title compound of step 3 (100 mg, 0.42 mmol), the title compound of Example 90, step 1 (147 mg, 0.42 mmol), Pd(dppf)Cl2 (62 mg, 0.08 mmol), K3PO4 (221 mg, 1.04 mmol) in dioxane (4 mL) and H2O (0.5 mL) was purged with N2 and heated at 100° C. for 18 h. Following CH2Cl2 extractive work up, silica gel chromatography (PE:EA=2:1˜0:1) and preparative HPLC, the title compound (54.57 mg, yield: 34.2%) was obtained as a yellow solid. 1H NMR: (DMSO-d6, 400 MHz) δ: 9.54 (s, 1H), 9.30 (s, 1H), 8.18 (s, ... Starting materials: Cc1cccc(C)c1Br, CC(=O)O, O=[N+]([O-])O. Yields the product Cc1ccc([N+](=O)[O-])c(C)c1Br. As a reaction SMILES: [Br:5][c:6]1[c:7]([CH3:13])[cH:8][cH:9][cH:10][c:11]1[CH3:12].[C:14]([OH:15])(=[O:16])[CH3:17].[OH:1][N+:2]([O-:3])=[O:4]>>[O-:1][N+:2](=[O:4])[c:8]1[c:7]([CH3:13])[c:6]([Br:5])[c:11]([CH3:12])[cH:10][cH:9]1. Reactants: CCCOCCO, COC(=O)c1n[nH]c(C(=O)OC)c1[N+](=O)[O-], CC(C)OC(=O)N=NC(=O)OC(C)C, C1CCOC1, c1ccc(P(c2ccccc2)c2ccccc2)cc1. Yields the product CCCOCCn1nc(C(=O)OC)c([N+](=O)[O-])c1C(=O)OC. Reaction SMILES: [CH2:17]([CH2:18][CH3:19])[O:20][CH2:21][CH2:22][OH:23].[N+:1](=[O:2])([O-:3])[c:4]1[c:5]([C:13](=[O:14])[O:15][CH3:16])[n:6][nH:7][c:8]1[C:9](=[O:10])[O:11][CH3:12].[O:43]=[C:44]([O:45][CH:46]([CH3:47])[CH3:48])[N:49]=[N:50][C:51]([O:52][CH:53]([CH3:54])[CH3:55])=[O:56].[O:57]1[CH2:58][CH2:59][CH2:60][CH2:61]1.[c:24]1([P:25]([c:26]2[cH:27][cH:28][cH:29][cH:30][cH:31]2)[c:32]2[cH:33][cH:34][cH:35][cH:36][cH:37]2)[cH:38][cH:39][cH:40][cH:41][cH:42]1>>[N+:1](=[O:2])([O-:3])[c:4]1[c:5]([C:13](=[O:14])[O:15][CH3:16])[n:6]([CH2:22][CH2:21][O:20][CH2:17][CH2:18][CH3:19])[n:7][c:8]1[C:9](=[O:10])[O:11][CH3:12]. Starting materials: [BH4-], CC(=O)O, CCO, O=Cc1cccc(OCC(F)(F)F)c1, NCCc1c[nH]c2c(F)ccc(F)c12, [Na+], [Na+], [Na+], O=S(=O)([O-])[O-]. The product is Fc1ccc(F)c2c(CCNCc3cccc(OCC(F)(F)F)c3)c[nH]c12. As a reaction SMILES: [BH4-:36].[CH3:38][C:39](=[O:40])[OH:41].[CH3:42][CH2:43][OH:44].[F:15][C:16]([CH2:17][O:18][c:19]1[cH:20][c:21]([CH:22]=[O:23])[cH:24][cH:25][cH:26]1)([F:27])[F:28].[F:1][c:2]1[c:3]2[c:4]([CH2:12][CH2:13][NH2:14])[cH:5][nH:6][c:7]2[c:8]([F:11])[cH:9][cH:10]1.[Na+:29].[Na+:30].[Na+:37].[O-:31][S:32](=[O:33])(=[O:34])[O-:35]>>[F:1][c:2]1[c:3]2[c:4]([CH2:12][CH2:13][NH:14][CH2:22][c:21]3[cH:20][c:19]([O:18][CH2:17][C:16]([F:15])([F:27])[F:28])[cH:26][cH:25][cH:24]3)[cH:5][nH:6][c:7]2[c:8]([F:11])[cH:9][cH:10]1. The reactants are C(CCC)OC(=O)N1CCN(CC1)C([C@H](CCC(=O)OC(C)(C)C)NC(=O)OCC1=CC=CC=C1)=O (4-((S)-2-benzyloxycarbonylamino-4-tert-butoxycarbonyl-butyryl)-piperazine-1-carboxylic acid butyl ester). Reagents/catalysts: [Pd] (Pd/C). The solvent is CCO (EtOH). Run at time 8 hour. The product is C(CCC)OC(=O)N1CCN(CC1)C([C@H](CCC(=O)OC(C)(C)C)N)=O (4-((S)-2-Amino-4-tert-butoxycarbonyl-butyryl)-piperazine-1-carboxylic acid butyl ester). Isolated yield 94.9%. RXN SMILES: [CH2:1]([O:5][C:6]([N:8]1[CH2:13][CH2:12][N:11]([C:14](=[O:36])[C@@H:15]([NH:25]C(OCC2C=CC=CC=2)=O)[CH2:16][CH2:17][C:18]([O:20][C:21]([CH3:24])([CH3:23])[CH3:22])=[O:19])[CH2:10][CH2:9]1)=[O:7])[CH2:2][CH2:3][CH3:4]>CCO.[Pd]>[CH2:1]([O:5][C:6]([N:8]1[CH2:13][CH2:12][N:11]([C:14](=[O:36])[C@@H:15]([NH2:25])[CH2:16][CH2:17][C:18]([O:20][C:21]([CH3:24])([CH3:23])[CH3:22])=[O:19])[CH2:10][CH2:9]1)=[O:7])[CH2:2][CH2:3][CH3:4]. Reported procedure: A suspension of 4-((S)-2-benzyloxycarbonylamino-4-tert-butoxycarbonyl-butyryl)-piperazine-1-carboxylic acid butyl ester (4.00 g, prepared as described in WO2008050301) and Pd/C (5%, 0.42 g) in EtOH (15 mL) was hydrogenated at RT overnight. The reaction mixture was then stirred under H2 overnight. The mixture was filtered through celite and evaporated off. HV drying afforded the desired compound as light brown oil (2.79 g).